Dataset: the Open Reaction Database (ORD), a public repository of structured organic reaction records. Task: describe an organic reaction: reactants, conditions, products, and yield The reactants are OC1=CC=C2CCCC(C2=C1)=O (7-hydroxy-tetralone), C(=O)([O-])[O-].[K+].[K+] (K2CO3), C(C)OC(CCCBr)=O (ethyl-4-bromobutyrate). The solvent is CN(C)C=O (DMF). Run at time 16 hour. The product is C(C)OC(=O)CCCOC1=CC=C2CCCC(C2=C1)=O (7-(3-ethoxycarbonylpropoxy)-1-tetralone). The yield is 80.6%. Reaction SMILES: [OH:1][C:2]1[CH:11]=[C:10]2[C:5]([CH2:6][CH2:7][CH2:8][C:9]2=[O:12])=[CH:4][CH:3]=1.C([O-])([O-])=O.[K+].[K+].[CH2:19]([O:21][C:22](=[O:27])[CH2:23][CH2:24][CH2:25]Br)[CH3:20]>CN(C=O)C>[CH2:19]([O:21][C:22]([CH2:23][CH2:24][CH2:25][O:1][C:2]1[CH:11]=[C:10]2[C:5]([CH2:6][CH2:7][CH2:8][C:9]2=[O:12])=[CH:4][CH:3]=1)=[O:27])[CH3:20] |f:1.2.3|. Reported procedure: To a suspension of 7-hydroxy-tetralone (0.870 g, 5.3 mmol) and K2CO3 (5 g, excess) in DMF (20 mL) was added ethyl-4-bromobutyrate (0.770 mL, 5.3 mmol) at room temperature and under argon atmosphere. The reaction mixture was stirred at room temperature for ˜16 hours before being poured on ice. The aqueous solution was extracted in ethyl acetate, washed with water, and dried over anhydrous Na2SO4, filtered and concentrated. The residue was purified by column chromatography on silica gel using ethy...